Dataset: the Open Reaction Database (ORD), a public repository of structured organic reaction records. Task: describe an organic reaction: reactants, conditions, products, and yield Starting materials: CO, Cc1nc(NNC(=O)C(CC2CCCC2)CN(C=O)OCc2ccccc2)c(F)c(N2CCN(C)CC2C)n1. The product is Cc1nc(NNC(=O)C(CC2CCCC2)CN(O)C=O)c(F)c(N2CCN(C)CC2C)n1. RXN SMILES: [CH3:40][OH:41].[CH:1]1([CH2:6][CH:7]([CH2:8][N:9]([CH:10]=[O:11])[O:12][CH2:13][c:14]2[cH:15][cH:16][cH:17][cH:18][cH:19]2)[C:20](=[O:21])[NH:22][NH:23][c:24]2[n:25][c:26]([CH3:39])[n:27][c:28]([N:31]3[CH:32]([CH3:38])[CH2:33][N:34]([CH3:37])[CH2:35][CH2:36]3)[c:29]2[F:30])[CH2:2][CH2:3][CH2:4][CH2:5]1>>[CH:1]1([CH2:6][CH:7]([CH2:8][N:9]([CH:10]=[O:11])[OH:12])[C:20](=[O:21])[NH:22][NH:23][c:24]2[n:25][c:26]([CH3:39])[n:27][c:28]([N:31]3[CH:32]([CH3:38])[CH2:33][N:34]([CH3:37])[CH2:35][CH2:36]3)[c:29]2[F:30])[CH2:2][CH2:3][CH2:4][CH2:5]1. Reactants: N1C=NC2=C1C=CC(=C2)C#N (1H-Benzimidazole-5-nitrile), C([O-])([O-])=O.[K+].[K+] (potassium carbonate), FC1=CC=C(C#N)C=C1 (4-fluorobenzonitrile). Solvent: CN(C)C=O (DMF). The product is C(#N)C1=CC=C(OC2=CC=C(C=C2)C2=NC3=C(N2)C=CC(=C3)C#N)C=C1 (2-[4-(4-cyanophenoxy)phenyl]-1H-benzimidazole-5-carbonitrile). Yield: 21.0%. Reaction SMILES: [NH:1]1[C:5]2[CH:6]=[CH:7][C:8]([C:10]#[N:11])=[CH:9][C:4]=2[N:3]=[CH:2]1.[C:12](=[O:15])([O-])[O-].[K+].[K+].F[C:19]1[CH:26]=[CH:25][C:22]([C:23]#[N:24])=[CH:21][CH:20]=1>CN(C=O)C>[C:23]([C:22]1[CH:25]=[CH:26][C:19]([O:15][C:12]2[CH:8]=[CH:9][C:4]([C:2]3[NH:1][C:5]4[CH:6]=[CH:7][C:8]([C:10]#[N:11])=[CH:9][C:4]=4[N:3]=3)=[CH:5][CH:6]=2)=[CH:20][CH:21]=1)#[N:24] |f:1.2.3|. Procedure details: A mixture of 1H-Benzimidazole-5-nitrile, 2-(4-hydroxyphenyl)- (2.6 g, 0.011 mol), potassium carbonate (4.0 g, 0.029 mol), and 4-fluorobenzonitrile (1.2 g, 0.0099 mol) in DMF (100 mL) was refluxed for 18 h. The mixture was then filtered (to remove the potassium carbonate) into an ice/water bath. The precipitate was collected and recrystallized from ethyl acetate to afford 0.7 g (21%) of 2-[4-(4-cyanophenoxy)phenyl]-1H-benzimidazole-5-carbonitrile. Reactants: CC(C(=O)O)(OC(C)(C)C)C=1N(C(C2=CC(=CC=C2C1C1=C(C=C(C=C1)C)C)Br)=O)C (methyl [7-bromo-4-(2,4-dimethylphenyl)-2-methyl-1-oxo-1,2-dihydro-3-isoquinolinyl][(1,1-dimethylethyl)oxy]acetic acid), C[Si](C)(C)C#C (trimethylsilylacetylene), CCN(C(C)C)C(C)C (Hunig's base). The reagents and catalysts are [Cu]I (copper(I) iodide), C=1C=CC(=CC1)[P](C=2C=CC=CC2)(C=3C=CC=CC3)[Pd]([P](C=4C=CC=CC4)(C=5C=CC=CC5)C=6C=CC=CC6)([P](C=7C=CC=CC7)(C=8C=CC=CC8)C=9C=CC=CC9)[P](C=1C=CC=CC1)(C=1C=CC=CC1)C=1C=CC=CC1 (Pd(PPh3)4). Solvent: C(C)#N (acetonitrile). Yields the product CC(C)(C)OC(C(=O)O)C=1N(C(C2=CC(=CC=C2C1C1=CC(=C(C=C1)C)C)C#C)=O)C ([(1,1-dimethylethyl)oxy][4-(3,4-dimethylphenyl)-7-ethynyl-2-methyl-1-oxo-1,2-dihydro-3-isoquinolinyl]acetic acid). As a reaction SMILES: C[C:2]([C:11]1[N:12]([CH3:31])[C:13](=[O:30])[C:14]2[C:19]([C:20]=1[C:21]1[CH:26]=[CH:25][C:24]([CH3:27])=[CH:23][C:22]=1C)=[CH:18][CH:17]=[C:16](Br)[CH:15]=2)([O:6][C:7]([CH3:10])([CH3:9])[CH3:8])[C:3]([OH:5])=[O:4].C[Si]([C:36]#[CH:37])(C)C.[CH3:38]CN(C(C)C)C(C)C>C(#N)C.[Cu]I.C1C=CC([P]([Pd]([P](C2C=CC=CC=2)(C2C=CC=CC=2)C2C=CC=CC=2)([P](C2C=CC=CC=2)(C2C=CC=CC=2)C2C=CC=CC=2)[P](C2C=CC=CC=2)(C2C=CC=CC=2)C2C=CC=CC=2)(C2C=CC=CC=2)C2C=CC=CC=2)=CC=1>[CH3:8][C:7]([O:6][CH:2]([C:11]1[N:12]([CH3:31])[C:13](=[O:30])[C:14]2[C:19]([C:20]=1[C:21]1[CH:26]=[CH:25][C:24]([CH3:27])=[C:23]([CH3:38])[CH:22]=1)=[CH:18][CH:17]=[C:16]([C:36]#[CH:37])[CH:15]=2)[C:3]([OH:5])=[O:4])([CH3:10])[CH3:9] |^1:55,57,76,95|. Procedure details: A mixture of methyl [7-bromo-4-(2,4-dimethylphenyl)-2-methyl-1-oxo-1,2-dihydro-3-isoquinolinyl][(1,1-dimethylethyl)oxy]acetic acid (46.0 mg, 0.095 mmol), trimethylsilylacetylene (0.067 mL, 0.473 mmol), copper(I) iodide (3.60 mg, 0.019 mmol) and Hunig's base (0.066 mL, 0.378 mmol) in acetonitrile (1.5 mL) was treated with Pd(PPh3)4 (10.93 mg, 9.46 μmol) and then irradiated in the microwave at 120° C. for 20 minutes. LCMS indicated only 20% conversion to the desired product. N,N-dimethylformamide ... Starting materials: CC(C(=O)OCC)C(=O)OCC (Diethyl 2-methylmalonate), ClC1=NC=C(C(=N1)Cl)F (2,4-Dichloro-5-fluoropyrimidine), [H-].[Na+] (NaH). Solvent: C1CCOC1 (THF), C1CCOC1 (THF). Reaction conditions: temperature -10 celsius, time 30 minute. Yields the product ClC1=NC=C(C(=N1)C(C(=O)OCC)(C(=O)OCC)C)F (diethyl 2-(2-chloro-5-fluoropyrimidin-4-yl)-2-methylmalonate). The yield is 83.3%. RXN SMILES: [CH3:1][CH:2]([C:8]([O:10][CH2:11][CH3:12])=[O:9])[C:3]([O:5][CH2:6][CH3:7])=[O:4].[H-].[Na+].[Cl:15][C:16]1[N:21]=[C:20](Cl)[C:19]([F:23])=[CH:18][N:17]=1>C1COCC1>[Cl:15][C:16]1[N:21]=[C:20]([C:2]([CH3:1])([C:3]([O:5][CH2:6][CH3:7])=[O:4])[C:8]([O:10][CH2:11][CH3:12])=[O:9])[C:19]([F:23])=[CH:18][N:17]=1 |f:1.2|. Procedure: (Prepared according to Butters, M. et al. Org. Proc. Res. Dev. 2001, 5, 28-36). Diethyl 2-methylmalonate (2.35 mL, 13.78 mmol) was treated with THF (80 mL) and cooled to −10° C. in a brine/ice bath. It was then treated with NaH (60 wt % suspension in mineral oil, 1.10 g, 27.6 mmol) and stirred at this temperature for 30 min. 2,4-Dichloro-5-fluoropyrimidine (2.00 g, 11.98 mmol) was suspended in THF (20 mL) and added to the cooled solution via pipette over 10 min. The solution turned an opaque yel... The reactants are O=C(Cl)c1ccccc1, CC(Nc1cncc(-n2cnc3ccc(N)cc32)n1)c1ccccc1. Product: CC(Nc1cncc(-n2cnc3ccc(NC(=O)c4ccccc4)cc32)n1)c1ccccc1. Reaction SMILES: [C:26]([c:27]1[cH:28][cH:29][cH:30][cH:31][cH:32]1)(=[O:33])[Cl:34].[c:1]1([CH:7]([CH3:8])[NH:9][c:10]2[cH:11][n:12][cH:13][c:14](-[n:16]3[cH:17][n:18][c:19]4[c:20]3[cH:21][c:22]([NH2:25])[cH:23][cH:24]4)[n:15]2)[cH:2][cH:3][cH:4][cH:5][cH:6]1>>[c:1]1([CH:7]([CH3:8])[NH:9][c:10]2[cH:11][n:12][cH:13][c:14](-[n:16]3[cH:17][n:18][c:19]4[c:20]3[cH:21][c:22]([NH:25][C:26]([c:27]3[cH:28][cH:29][cH:30][cH:31][cH:32]3)=[O:33])[cH:23][cH:24]4)[n:15]2)[cH:2][cH:3][cH:4][cH:5][cH:6]1. The reactants are CC(C)(C)OC(=O)N1CC(=CC#N)C1, CC1(C)OB(c2cn[nH]c2)OC1(C)C, CC#N, C1CCC2=NCCCN2CC1. The product is CC(C)(C)OC(=O)N1CC(CC#N)(n2cc(B3OC(C)(C)C(C)(C)O3)cn2)C1. As a reaction SMILES: [C:15](#[N:16])[CH:17]=[C:18]1[CH2:19][N:20]([C:22](=[O:23])[O:24][C:25]([CH3:26])([CH3:27])[CH3:28])[CH2:21]1.[CH3:1][C:2]1([CH3:14])[O:3][B:4]([c:9]2[cH:10][n:11][nH:12][cH:13]2)[O:5][C:6]1([CH3:7])[CH3:8].[CH3:40][C:41]#[N:42].[N:29]12[CH2:30][CH2:31][CH2:32][N:33]=[C:34]1[CH2:35][CH2:36][CH2:37][CH2:38][CH2:39]2>>[CH3:1][C:2]1([CH3:14])[O:3][B:4]([c:9]2[cH:10][n:11][n:12]([C:18]3([CH2:17][C:15]#[N:16])[CH2:19][N:20]([C:22](=[O:23])[O:24][C:25]([CH3:26])([CH3:27])[CH3:28])[CH2:21]3)[cH:13]2)[O:5][C:6]1([CH3:7])[CH3:8].